The task is: describe an organic reaction: reactants, conditions, products, and yield. This data is from the Open Reaction Database (ORD), a public repository of structured organic reaction records. Reactants: COCCBr, CN(C)C=O, CCOC(=O)c1cc(C)n[nH]1, [H-], [Na+]. The product is CCOC(=O)c1cc(C)nn1CCOC. RXN SMILES: [Br:14][CH2:15][CH2:16][O:17][CH3:18].[CH3:19][N:20]([CH3:21])[CH:22]=[O:23].[CH3:3][c:4]1[n:5][nH:6][c:7]([C:9](=[O:10])[O:11][CH2:12][CH3:13])[cH:8]1.[H-:1].[Na+:2]>>[CH3:3][c:4]1[n:5][n:6]([CH2:15][CH2:16][O:17][CH3:18])[c:7]([C:9](=[O:10])[O:11][CH2:12][CH3:13])[cH:8]1. Starting materials: C(C)(C)(C)OC(N[C@@H](C[C@H](C(=O)NS(=O)(=O)C)C)CC1=CC=C(C=C1)C1=CC=CC=C1)=O (((1S,3R)-1-biphenyl-4-ylmethyl-4-methanesulfonylamino-3-methyl-4-oxo-butyl)-carbamic acid tert-butyl ester), C(=O)(C(F)(F)F)O (TFA). Run in C(Cl)Cl (DCM). Yields the product N[C@@H](C[C@H](C(=O)NS(=O)(=O)C)C)CC1=CC=C(C=C1)C1=CC=CC=C1 (N-((2R,4S)-4-Amino-5-biphenyl-4-yl-2-methyl-pentanoyl)-methanesulfonamide). As a reaction SMILES: C(OC(=O)[NH:7][C@H:8]([CH2:19][C:20]1[CH:25]=[CH:24][C:23]([C:26]2[CH:31]=[CH:30][CH:29]=[CH:28][CH:27]=2)=[CH:22][CH:21]=1)[CH2:9][C@@H:10]([CH3:18])[C:11]([NH:13][S:14]([CH3:17])(=[O:16])=[O:15])=[O:12])(C)(C)C.C(O)(C(F)(F)F)=O>C(Cl)Cl>[NH2:7][C@H:8]([CH2:19][C:20]1[CH:21]=[CH:22][C:23]([C:26]2[CH:31]=[CH:30][CH:29]=[CH:28][CH:27]=2)=[CH:24][CH:25]=1)[CH2:9][C@@H:10]([CH3:18])[C:11]([NH:13][S:14]([CH3:17])(=[O:16])=[O:15])=[O:12]. Procedure: To a solution of ((1S,3R)-1-biphenyl-4-ylmethyl-4-methanesulfonylamino-3-methyl-4-oxo-butyl)-carbamic acid tert-butyl ester (90 mg, 0.195 mmol) in DCM (3 ml) at room temperature is added TFA (1 ml, 12.98 mmol). The reaction is stirred at room temperature. The mixture is concentrated to give N-((2R,4S)-4-Amino-5-biphenyl-4-yl-2-methyl-pentanoyl)-methanesulfonamide. Next, this crude is added a half solution of 2-benzyl-2H-tetrazole-5-carbonyl chloride (131 mg, 0.588 mmol) in DCM at 0° C. and is fo... The reactants are ClC(=O)OC(Cl)(Cl)Cl (Trichloromethyl chloroformate), C1(=CC=CC=C1)C1=C(C=CC=C1)O (2-phenylphenol), CN(C1=CC=CC=C1)C (dimethylaniline), CC1CCNCC1 (4-methylpiperidine), CN(C1=CC=CC=C1)C (dimethylaniline). Solvent: C1=CC=CC=C1 (benzene), C1=CC=CC=C1 (benzene). Reaction conditions: time 3 hour. Product: C1(=C(C=CC=C1)OC(=O)N1CCC(CC1)C)C1=CC=CC=C1 (4-Methyl-1-piperidinecarboxylic acid[1,1'-biphenyl]-2-yl ester). Isolated yield 124.4%. Reaction SMILES: Cl[C:2]([O:4][C:5](Cl)(Cl)Cl)=[O:3].[C:9]1([C:15]2[CH:20]=[CH:19][CH:18]=[CH:17][C:16]=2O)[CH:14]=[CH:13][CH:12]=[CH:11]C=1.CN(C)C1C=CC=CC=1.[CH3:31][CH:32]1[CH2:37][CH2:36][NH:35][CH2:34][CH2:33]1>C1C=CC=CC=1>[C:9]1([C:15]2[CH:16]=[CH:17][CH:18]=[CH:19][CH:20]=2)[CH:14]=[CH:13][CH:12]=[CH:11][C:5]=1[O:4][C:2]([N:35]1[CH2:36][CH2:37][CH:32]([CH3:31])[CH2:33][CH2:34]1)=[O:3]. Procedure: Trichloromethyl chloroformate (3.54 mL, 29.4 mmol) is added dropwise under a nitrogen atmosphere to a solution of 2-phenylphenol (10.0 g, 58.8 mmol) in 150 mL of benzene at room temperature. After the addition, dimethylaniline (7.45 mL, 58.8 mmol) is added dropwise at such a rate that the temperature of the reaction mixture is maintained between 20°-25° C. The resulting mixture is stirred at room temperature for 3 hours. A solution of 4-methylpiperidine (6.95 mL, 58.8 mmol) and dimethylaniline (... Reactants: C1CCC2=NCCCN2CC1, CSCCC=CC#N, C[Si](C)(C)CCOCn1ccc2c(-c3cn[nH]c3)ncnc21. Yields the product CSCCC(CC#N)n1cc(-c2ncnc3c2ccn3COCC[Si](C)(C)C)cn1. As a reaction SMILES: [CH2:31]1[CH2:32][CH2:33][C:34]2=[N:39][CH2:38][CH2:37][CH2:36][N:35]2[CH2:40][CH2:41]1.[CH3:23][S:24][CH2:25][CH2:26][CH:27]=[CH:28][C:29]#[N:30].[nH:1]1[n:2][cH:3][c:4](-[c:6]2[c:7]3[c:8]([n:9][cH:10][n:11]2)[n:12]([CH2:15][O:16][CH2:17][CH2:18][Si:19]([CH3:20])([CH3:21])[CH3:22])[cH:13][cH:14]3)[cH:5]1>>[n:1]1([CH:27]([CH2:26][CH2:25][S:24][CH3:23])[CH2:28][C:29]#[N:30])[n:2][cH:3][c:4](-[c:6]2[c:7]3[c:8]([n:9][cH:10][n:11]2)[n:12]([CH2:15][O:16][CH2:17][CH2:18][Si:19]([CH3:20])([CH3:21])[CH3:22])[cH:13][cH:14]3)[cH:5]1. Reactants: FC(C=1C=C(C=C(C1)C(F)(F)F)C(C(=O)N(C)C=1C=NC=CC1C1=C(C=CC=C1)Cl)(C)C)(F)F (2-(3,5-bis-trifluoromethyl-phenyl)-N-[4-(2-chloro-phenyl)-pyridin-3-yl]-N-methyl-isobutyramide). Solvent: C(C)OCC (diethyl ether), C(C)OCC (diethyl ether). Conditions: temperature 0 celsius, time 20 minute. Yields the product Cl.FC(C=1C=C(C=C(C1)C(F)(F)F)C(C(=O)N(C)C=1C=NC=CC1C1=C(C=CC=C1)Cl)(C)C)(F)F (2-(3,5-Bis-trifluoromethyl-phenyl)-N-[4-(2-chloro-phenyl)-pyridin-3-yl]-N-methyl-isobutyramide hydrochloride). Yield: 179.3%. As a reaction SMILES: [F:1][C:2]([F:34])([F:33])[C:3]1[CH:4]=[C:5]([C:13]([CH3:32])([CH3:31])[C:14]([N:16]([C:18]2[CH:19]=[N:20][CH:21]=[CH:22][C:23]=2[C:24]2[CH:29]=[CH:28][CH:27]=[CH:26][C:25]=2[Cl:30])[CH3:17])=[O:15])[CH:6]=[C:7]([C:9]([F:12])([F:11])[F:10])[CH:8]=1>C(OCC)C>[ClH:30].[F:12][C:9]([F:10])([F:11])[C:7]1[CH:6]=[C:5]([C:13]([CH3:31])([CH3:32])[C:14]([N:16]([C:18]2[CH:19]=[N:20][CH:21]=[CH:22][C:23]=2[C:24]2[CH:29]=[CH:28][CH:27]=[CH:26][C:25]=2[Cl:30])[CH3:17])=[O:15])[CH:4]=[C:3]([C:2]([F:34])([F:1])[F:33])[CH:8]=1 |f:2.3|. Procedure: To a solution of 24.7 g (54.6 mmol)2-(3,5-bis-trifluoromethyl-phenyl)-N-[4-(2-chloro-phenyl)-pyridin-3-yl]-N-methyl-isobutyramide in 100 ml diethyl ether were added under ice cooling 60 ml 3 N hydrochloric acid solution in diethyl ether. After stirring for 20 min at 0° C., the suspension was evaporated to dryness, re-suspended in 100 ml diethyl ether, filtered and dried in vacuo to give 26.3 g (99%) of the title compound as white crystals. M.p. 186-188° C.